From a dataset of the Open Reaction Database (ORD), a public repository of structured organic reaction records. describe an organic reaction: reactants, conditions, products, and yield Procedure: The methyl 2-methyl-oxirane-carboxylate of formula (1), which was obtained by epoxidation, was reacted with 4-fluorothiophenol [formula (2)] in the presence of sodium hydride under the conditions listed in Scheme-2. The obtained methyl 2-hydroxy-2-methyl-3-(4-fluorophenylthio)-propionate of formula (3) was hydrolyzed with potassium hydroxide in aqueous ethanol over a period of 22 hours to yield the 2-hydroxy-2-methyl-3-(4-fluorophenylthio)-propionic acid of formula (4), which was converted into ... Run in C(C)O (ethanol). RXN SMILES: FC1C=CC(S)=CC=1.[H-].[Na+].[OH:11][C:12]([CH3:26])([CH2:17][S:18][C:19]1[CH:24]=[CH:23][C:22]([F:25])=[CH:21][CH:20]=1)[C:13]([O:15]C)=[O:14].[OH-].[K+]>C(O)C>[OH:11][C:12]([CH3:26])([CH2:17][S:18][C:19]1[CH:24]=[CH:23][C:22]([F:25])=[CH:21][CH:20]=1)[C:13]([OH:15])=[O:14] |f:1.2,4.5|. The product is OC(C(=O)O)(CSC1=CC=C(C=C1)F)C (2-hydroxy-2-methyl-3-(4-fluorophenylthio)-propionic acid), ( 4 ). The reactants are FC1=CC=C(C=C1)S (4-fluorothiophenol), [H-].[Na+] (sodium hydride), OC(C(=O)OC)(CSC1=CC=C(C=C1)F)C (methyl 2-hydroxy-2-methyl-3-(4-fluorophenylthio)-propionate), ( 3 ), [OH-].[K+] (potassium hydroxide). Reactants: ClC1=CC2=C(C(=N1)C=O)C(=NN2C(C2=CC=CC=C2)(C2=CC=CC=C2)C2=CC=CC=C2)OC (6-chloro-3-methoxy-1-trityl-1H-pyrazolo[4,3-c]pyridine-4-carbaldehyde), COC1=NN(C2=C1C=NC(=C2)NC(=O)N[C@H](C)C2=CC=CC=C2)C(C2=CC=CC=C2)(C2=CC=CC=C2)C2=CC=CC=C2 ((R)-1-(3-methoxy-1-trityl-1H-pyrazolo[4,3-c]pyridin-6-yl)-3-(1-phenylethyl)urea). The product is C(=O)C1=NC(=CC2=C1C(=NN2C(C2=CC=CC=C2)(C2=CC=CC=C2)C2=CC=CC=C2)OC)NC(=O)N[C@H](C)C2=CC=CC=C2 ((R)-1-(4-Formyl-3-methoxy-1-trityl-1H-pyrazolo[4,3-c]pyridin-6-yl)-3-(1-phenylethyl)urea). Reaction SMILES: Cl[C:2]1[N:7]=[C:6]([CH:8]=[O:9])[C:5]2[C:10]([O:32][CH3:33])=[N:11][N:12]([C:13]([C:26]3[CH:31]=[CH:30][CH:29]=[CH:28][CH:27]=3)([C:20]3[CH:25]=[CH:24][CH:23]=[CH:22][CH:21]=3)[C:14]3[CH:19]=[CH:18][CH:17]=[CH:16][CH:15]=3)[C:4]=2[CH:3]=1.COC1C2C=NC([NH:45][C:46]([NH:48][C@@H:49]([C:51]3[CH:56]=[CH:55][CH:54]=[CH:53][CH:52]=3)[CH3:50])=[O:47])=CC=2N(C(C2C=CC=CC=2)(C2C=CC=CC=2)C2C=CC=CC=2)N=1>>[CH:8]([C:6]1[C:5]2[C:10]([O:32][CH3:33])=[N:11][N:12]([C:13]([C:26]3[CH:27]=[CH:28][CH:29]=[CH:30][CH:31]=3)([C:14]3[CH:19]=[CH:18][CH:17]=[CH:16][CH:15]=3)[C:20]3[CH:21]=[CH:22][CH:23]=[CH:24][CH:25]=3)[C:4]=2[CH:3]=[C:2]([NH:45][C:46]([NH:48][C@@H:49]([C:51]2[CH:56]=[CH:55][CH:54]=[CH:53][CH:52]=2)[CH3:50])=[O:47])[N:7]=1)=[O:9]. Procedure: (R)-1-(4-Formyl-3-methoxy-1-trityl-1H-pyrazolo[4,3-c]pyridin-6-yl)-3-(1-phenylethyl)urea was prepared from Intermediate 11B using the same procedure described for (R)-1-(3-methoxy-1-trityl-1H-pyrazolo[4,3-c]pyridin-6-yl)-3-(1-phenylethyl)urea (Example 40, Step 2). The reactants are CCO, C#CCNCC(=O)OCC, N. Product: [NH2-], C#CCNCC(=O)O. RXN SMILES: [CH2:12]([OH:13])[CH3:14].[CH2:1]([CH3:2])[O:3][C:4]([CH2:5][NH:6][CH2:7][C:8]#[CH:9])=[O:10].[NH3:11]>>[NH2-:11].[O:3]=[C:4]([CH2:5][NH:6][CH2:7][C:8]#[CH:9])[OH:10]. Reactants: CC(=O)OC1CSC(Oc2cc(Br)ccc2Cl)C(OC(C)=O)C1OC(C)=O, Cc1cc(B(O)O)ccn1. Yields the product CC(=O)OC1CSC(Oc2cc(-c3ccnc(C)c3)ccc2Cl)C(OC(C)=O)C1OC(C)=O. As a reaction SMILES: [C:1]([CH3:2])(=[O:3])[O:4][CH:5]1[CH:6]([O:7][c:8]2[c:9]([Cl:15])[cH:10][cH:11][c:12]([Br:14])[cH:13]2)[S:16][CH2:17][CH:18]([O:24][C:25]([CH3:26])=[O:27])[CH:19]1[O:20][C:21]([CH3:22])=[O:23].[CH3:28][c:29]1[n:30][cH:31][cH:32][c:33]([B:35]([OH:36])[OH:37])[cH:34]1>>[C:1]([CH3:2])(=[O:3])[O:4][CH:5]1[CH:6]([O:7][c:8]2[c:9]([Cl:15])[cH:10][cH:11][c:12](-[c:33]3[cH:32][cH:31][n:30][c:29]([CH3:28])[cH:34]3)[cH:13]2)[S:16][CH2:17][CH:18]([O:24][C:25]([CH3:26])=[O:27])[CH:19]1[O:20][C:21]([CH3:22])=[O:23].